From a dataset of the Open Reaction Database (ORD), a public repository of structured organic reaction records. describe an organic reaction: reactants, conditions, products, and yield Reactants: ClC1=C(C=CC(=C1)I)C(CC(=O)OCC)=O (ethyl 3-(2-chloro-4-iodo-phenyl)-3-oxo-propionate), C(OCC)(OCC)OCC (triethyl orthoformate), C(C)(=O)OC(C)=O (acetic anhydride). Yields the product ClC1=C(C(=O)C(C(=O)OCC)=COCC)C=CC(=C1)I (ethyl 2-(2-chloro-4-iodo-benzoyl)-3-ethoxy-acrylate). The yield is 89.8%. RXN SMILES: [Cl:1][C:2]1[CH:7]=[C:6]([I:8])[CH:5]=[CH:4][C:3]=1[C:9](=[O:16])[CH2:10][C:11]([O:13][CH2:14][CH3:15])=[O:12].[CH:17](OCC)(OCC)[O:18][CH2:19][CH3:20].C(OC(=O)C)(=O)C>>[Cl:1][C:2]1[CH:7]=[C:6]([I:8])[CH:5]=[CH:4][C:3]=1[C:9]([C:10](=[CH:17][O:18][CH2:19][CH3:20])[C:11]([O:13][CH2:14][CH3:15])=[O:12])=[O:16]. Procedure: md) 53.7 g of ethyl 3-(2-chloro-4-iodo-phenyl)-3-oxo-propionate are heated to boiling under reflux for 4 hrs. with 40 g of triethyl orthoformate and 46.1 g of acetic anhydride. The volatile constituents are distilled off in a water-jet vacuum and finally in a high vacuum. 55.9 g (90%) of ethyl 2-(2-chloro-4-iodo-benzoyl)-3-ethoxy-acrylate are obtained as a yellowish oil. Mass spectrum: peaks inter alia at 408 (M+, 4%), 373 (67%), 342 (14%), 335 (100%). Reactants: [N+](=O)([O-])C1=C(N)C=C(C(=C1)F)N1CCCC1 (2-Nitro-4-fluoro-5-(pyrrolidin-1-yl)aniline), Cl (HCl). The reagents and catalysts are [Fe] (Fe). The solvent is C(C)O (ethanol). Yields the product FC1=CC(=C(C=C1N1CCCC1)N)N (4-fluoro-5-(pyrrolidin-1-yl)-1,2-phenylenediamine). The yield is 97.8%. RXN SMILES: [N+:1]([C:4]1[CH:10]=[C:9]([F:11])[C:8]([N:12]2[CH2:16][CH2:15][CH2:14][CH2:13]2)=[CH:7][C:5]=1[NH2:6])([O-])=O.Cl>[Fe].C(O)C>[F:11][C:9]1[C:8]([N:12]2[CH2:16][CH2:15][CH2:14][CH2:13]2)=[CH:7][C:5]([NH2:6])=[C:4]([NH2:1])[CH:10]=1. Reported procedure: The nitroaniline derivative (5.0 g, 0.022 mol) (obtained in step 1 above) was reduced using Fe powder (12.6 g, 0.22 mol), conc. HCl (33 mL) and ethanol (33 mL) as described in preparation 10 (step 2) to yield 4-fluoro-5-(pyrrolidin-1-yl)-1,2-phenylenediamine (4.2 g, 97%) as viscous oil. IR (Neat) 3340, 1524 cm-1 ; 1H NMR (CDCl3) δd 1.93 (m, 4H, (CH2)2), 3.24 (m, 4H, N(CH2)2), 3.56 (brs, 4H, 2×NH2), 6.18 (d, J=7.2 Hz, 1H), 6.48 (d, J=13.2 Hz, 1H); Mass (m/z) 195 (M+.). Reactants: Cc1cc(Oc2cc(Cl)c(C(=O)O)cc2Cl)c(C(=O)N2CCN(C3CC3)c3ccccc32)cn1, NCc1nnn[nH]1. The product is Cc1cc(Oc2cc(Cl)c(C(=O)NCc3nnn[nH]3)cc2Cl)c(C(=O)N2CCN(C3CC3)c3ccccc32)cn1. Reaction SMILES: [Cl:1][c:2]1[c:3]([C:4](=[O:5])[OH:6])[cH:7][c:8]([Cl:34])[c:9]([O:11][c:12]2[cH:13][c:14]([CH3:33])[n:15][cH:16][c:17]2[C:18](=[O:19])[N:20]2[CH2:21][CH2:22][N:23]([CH:30]3[CH2:31][CH2:32]3)[c:24]3[cH:25][cH:26][cH:27][cH:28][c:29]32)[cH:10]1.[NH2:35][CH2:36][c:37]1[n:38][n:39][n:40][nH:41]1>>[Cl:1][c:2]1[c:3]([C:4](=[O:5])[NH:35][CH2:36][c:37]2[n:38][n:39][n:40][nH:41]2)[cH:7][c:8]([Cl:34])[c:9]([O:11][c:12]2[cH:13][c:14]([CH3:33])[n:15][cH:16][c:17]2[C:18](=[O:19])[N:20]2[CH2:21][CH2:22][N:23]([CH:30]3[CH2:31][CH2:32]3)[c:24]3[cH:25][cH:26][cH:27][cH:28][c:29]32)[cH:10]1. The reactants are ClC1=C(C=CC=C1Cl)N=C1SC(CN1)(C)C (2-(2,3-Dichlorophenylimino)-5,5-dimethyl-1,3-thiazolidine), C1CO1 (ethylene oxide). Product: Cl.ClC1=C(C=CC=C1Cl)N=C1SC(CN1)(C)C (2-(2,3-dichlorophenylimino)-5,5-dimethyl-1,3-thiazolidine HCl salt). Reaction SMILES: [Cl:1][C:2]1[C:7]([Cl:8])=[CH:6][CH:5]=[CH:4][C:3]=1[N:9]=[C:10]1[NH:14][CH2:13][C:12]([CH3:16])([CH3:15])[S:11]1.C1OC1>>[ClH:1].[Cl:1][C:2]1[C:7]([Cl:8])=[CH:6][CH:5]=[CH:4][C:3]=1[N:9]=[C:10]1[NH:14][CH2:13][C:12]([CH3:16])([CH3:15])[S:11]1 |f:2.3|. Procedure: 2-Methyl-2-hydroxypropylamine was reacted with SOCl2 followed by 2,3-dichlorophenyl isothiocyanate according to Method C2f to afford 2-(2,3-dichlorophenylimino)-5,5-dimethyl-1,3-thiazolidine. 2-(2,3-Dichlorophenylimino)-5,5-dimethyl-1,3-thiazolidine was reacted with ethylene oxide according to Method B5b to afford 2-(2,3-dichlorophenylimino)-5,5-dimethyl-1,3-thiazolidine HCl salt. Starting materials: CC(C)(C)OC(=O)CCC(CBr)NC(=O)OCc1ccccc1, CCCC[SnH](CCCC)CCCC, Cc1ccccc1, CC(C)(C#N)N=NC(C)(C)C#N, O. Product: CC(CCC(=O)OC(C)(C)C)NC(=O)OCc1ccccc1. Reaction SMILES: [C:1]([CH3:2])([CH3:3])([CH3:4])[O:5][C:6]([CH2:7][CH2:8][CH:9]([CH2:10][Br:11])[NH:12][C:13](=[O:14])[O:15][CH2:16][c:17]1[cH:18][cH:19][cH:20][cH:21][cH:22]1)=[O:23].[CH2:24]([SnH:25]([CH2:26][CH2:27][CH2:28][CH3:29])[CH2:30][CH2:31][CH2:32][CH3:33])[CH2:34][CH2:35][CH3:36].[CH3:50][c:51]1[cH:52][cH:53][cH:54][cH:55][cH:56]1.[N:37]([C:38]([CH3:39])([CH3:40])[C:41]#[N:42])=[N:43][C:44]([CH3:45])([CH3:46])[C:47]#[N:48].[OH2:49]>>[C:1]([CH3:2])([CH3:3])([CH3:4])[O:5][C:6]([CH2:7][CH2:8][CH:9]([CH3:10])[NH:12][C:13](=[O:14])[O:15][CH2:16][c:17]1[cH:18][cH:19][cH:20][cH:21][cH:22]1)=[O:23]. The reactants are CN1N=CC(=C1N1CC(NCC1)C(F)(F)F)[N+](=O)[O-] ((±)-1-(1-methyl-4-nitro-1H-pyrazol-5-yl)-3-(trifluoromethyl)piperazine), [NH4+].[Cl-] (NH4Cl). The reagents and catalysts are [Zn] (zinc). Run in CO (MeOH), O (H2O). Conditions: time 2 hour. Yields the product CN1N=CC(=C1N1CC(NCC1)C(F)(F)F)N ((±)-1-methyl-5-(3-(trifluoromethyl)piperazin-1-yl)-1H-pyrazol-4-amine). The yield is 90.9%. Reaction SMILES: [CH3:1][N:2]1[C:6]([N:7]2[CH2:12][CH2:11][NH:10][CH:9]([C:13]([F:16])([F:15])[F:14])[CH2:8]2)=[C:5]([N+:17]([O-])=O)[CH:4]=[N:3]1.[NH4+].[Cl-]>CO.O.[Zn]>[CH3:1][N:2]1[C:6]([N:7]2[CH2:12][CH2:11][NH:10][CH:9]([C:13]([F:16])([F:15])[F:14])[CH2:8]2)=[C:5]([NH2:17])[CH:4]=[N:3]1 |f:1.2|. Procedure: To a solution of (±)-1-(1-methyl-4-nitro-1H-pyrazol-5-yl)-3-(trifluoromethyl)piperazine (420 mg, 1.5 mmol) in MeOH (20 mL) and H2O (5 mL) was added zinc (590 mg, 4 mmol) and NH4Cl (805 mg, 10 mmol). The reaction mixture was stirred at ambient temperature for 2 hours and filtered through Celite. The filtrate was concentrated under reduced pressure to give a residue. The residue was purified by silica gel chromatography using PE/EtOAc (10/1˜1/10) as eluting solvents to afford (±)-1-methyl-5-(3-(tr... Starting materials: FC(OC1=CC=C(CBr)C=C1)(F)F (4-Trifluoromethoxybenzyl bromide), C(=O)([O-])[O-].[K+].[K+] (K2CO3), FC=1C=C2C(=C(NC2=CC1)C)C1=NNS(C2=C1C=CC=C2)(=O)=O (4-(5-fluoro-2-methyl-1H-indol-3-yl)-2H-benzo[e][1,2,3]thiadiazine 1,1-dioxide), C(=O)([O-])[O-].[K+].[K+] (K2CO3), BrCC(=O)OC(C)(C)C (tert-butyl bromoacetate). Solvent: O (H2O), C(Cl)Cl (CH2Cl2), CC#N (CH3CN). Conditions: temperature 80 celsius, time 8 hour. Yields the product C(C)(C)(C)OC(CN1C(=C(C2=CC(=CC=C12)F)C1=NN(S(C2=C1C=CC=C2)(=O)=O)CC2=CC=C(C=C2)OC(F)(F)F)C)=O ({3-[2-(4-Trifluoromethoxy-benzyl)-1,1-dioxo-1,2-dihydro-1λ6-benzo[e][1,2,3]thiadiazin-4-yl]-5-fluoro-2-methyl-indol-1-yl}-acetic acid tert-butyl ester). RXN SMILES: [F:1][C:2]([F:13])([F:12])[O:3][C:4]1[CH:11]=[CH:10][C:7]([CH2:8]Br)=[CH:6][CH:5]=1.C([O-])([O-])=O.[K+].[K+].[F:20][C:21]1[CH:22]=[C:23]2[C:27](=[CH:28][CH:29]=1)[NH:26][C:25]([CH3:30])=[C:24]2[C:31]1[C:36]2[CH:37]=[CH:38][CH:39]=[CH:40][C:35]=2[S:34](=[O:42])(=[O:41])[NH:33][N:32]=1.Br[CH2:44][C:45]([O:47][C:48]([CH3:51])([CH3:50])[CH3:49])=[O:46]>CC#N.O.C(Cl)Cl>[C:48]([O:47][C:45](=[O:46])[CH2:44][N:26]1[C:27]2[C:23](=[CH:22][C:21]([F:20])=[CH:29][CH:28]=2)[C:24]([C:31]2[C:36]3[CH:37]=[CH:38][CH:39]=[CH:40][C:35]=3[S:34](=[O:41])(=[O:42])[N:33]([CH2:8][C:7]3[CH:10]=[CH:11][C:4]([O:3][C:2]([F:13])([F:12])[F:1])=[CH:5][CH:6]=3)[N:32]=2)=[C:25]1[CH3:30])([CH3:51])([CH3:50])[CH3:49] |f:1.2.3|. Procedure details: 4-Trifluoromethoxybenzyl bromide (11 μL, 67 μmol) and K2CO3 (10 mg, 72 μmol) were added to a solution of 4-(5-fluoro-2-methyl-1H-indol-3-yl)-2H-benzo[e][1,2,3]thiadiazine 1,1-dioxide (20 mg, 61 μmol) in CH3CN (1 mL), and stirred overnight at 80° C. An additional amount of K2CO3 (10 mg, 72 μmol) and tert-butyl bromoacetate (14 μL, 92 μmol) was added, and the reaction mixture stirred an additional 2 h at 80° C. The reaction mixture was diluted with H2O and CH2Cl2, and filtered through an Extrelut ... Starting materials: starting material, COC=1C=C(C=CC1OC)C (3,4-dimethoxytoluene), BrN1C(CCC1=O)=O (N-bromosuccinimide), C(C1=CC=CC=C1)(=O)OOC(C1=CC=CC=C1)=O (dibenzoyl peroxide). Run in C(Cl)(Cl)(Cl)Cl (CCl4). Product: BrCC1=CC(=C(C=C1)OC)OC (1-Bromomethyl-3,4-dimethoxybenzene). The yield is 50.0%. As a reaction SMILES: [CH3:1][O:2][C:3]1[CH:4]=[C:5]([CH3:11])[CH:6]=[CH:7][C:8]=1[O:9][CH3:10].[Br:12]N1C(=O)CCC1=O.C(OOC(=O)C1C=CC=CC=1)(=O)C1C=CC=CC=1>C(Cl)(Cl)(Cl)Cl>[Br:12][CH2:11][C:5]1[CH:6]=[CH:7][C:8]([O:9][CH3:10])=[C:3]([O:2][CH3:1])[CH:4]=1. Procedure: A mixture of 15.2 g of 3,4-dimethoxytoluene, 17.8 g of N-bromosuccinimide and 0.3 g of dibenzoyl peroxide in 100 ml of CCl4 is heated at reflux for hours, under illumination from a UV lamp. The precipitate is drained off and the filtrate is evaporated under vacuum. The residue is taken up in ether, washed with water, dried over Na2SO4 and evaporated under vacuum. An oil is obtained which contains a mixture of 50% of the expected product and 50% of the starting material, which mixture is used wit... Product: FC=1C=C(C=CC1OC=1C=C2C=NNC2=CC1)NC1=NC(=NC=C1)N (N4-[3-Fluoro-4-(1H-indazol-5-yloxy)phenyl]pyrimidine-2,4-diamine). The reagents and catalysts are [Pd] (palladium-on-carbon). RXN SMILES: [NH2:1][C:2]1[N:7]=[C:6]([NH:8][C:9]2[CH:14]=[CH:13][C:12]([O:15][C:16]3[CH:17]=[C:18]4[C:22](=[CH:23][CH:24]=3)[NH:21][N:20]=[CH:19]4)=[C:11]([F:25])[CH:10]=2)[CH:5]=[C:4](Cl)[N:3]=1>C(O)C.[Pd]>[F:25][C:11]1[CH:10]=[C:9]([NH:8][C:6]2[CH:5]=[CH:4][N:3]=[C:2]([NH2:1])[N:7]=2)[CH:14]=[CH:13][C:12]=1[O:15][C:16]1[CH:17]=[C:18]2[C:22](=[CH:23][CH:24]=1)[NH:21][N:20]=[CH:19]2. Conditions: time 8 hour. Procedure details: 50 mg (0.135 mmol) of 6-chloro-N4-[3-fluoro-4-(1H-indazol-5-yloxy)phenyl]pyrimidine-2,4-diamine (from example 8) are dissolved in ethanol. 50 mg of 10% palladium-on-carbon are added, and the suspension is stirred overnight under an atmosphere of hydrogen. The palladium catalyst is filtered off with suction and the filtrate is concentrated. Starting materials: NC1=NC(=CC(=N1)NC1=CC(=C(C=C1)OC=1C=C2C=NNC2=CC1)F)Cl (N-[2-Amino-6-chloro-4-pyrimidinyl]-N-[3-fluoro-4-(1H-indazol-5-yloxy)phenyl]amine). Run in C(C)O (ethanol). Reactants: O=Cc1ccc(Br)s1, COc1ccc(B(O)O)cc1. Yields the product COc1ccc(-c2ccc(C=O)s2)cc1. Reaction SMILES: [Br:1][c:2]1[cH:3][cH:4][c:5]([CH:7]=[O:8])[s:6]1.[CH3:9][O:10][c:11]1[cH:12][cH:13][c:14]([B:17]([OH:18])[OH:19])[cH:15][cH:16]1>>[c:2]1(-[c:14]2[cH:13][cH:12][c:11]([O:10][CH3:9])[cH:16][cH:15]2)[cH:3][cH:4][c:5]([CH:7]=[O:8])[s:6]1.